This data is from the Open Reaction Database (ORD), a public repository of structured organic reaction records. The task is: describe an organic reaction: reactants, conditions, products, and yield Starting materials: OC1(CCOCC1)\C=C\COC1OCCCC1 (4-hydroxy-4-[3-(tetrahydropyran- 2-yloxy)-trans-prop-1-enyl]tetrahydro-pyran), [H-].[Na+] (NaH), CI (methyl iodide). Solvent: C1CCOC1 (THF), C1CCOC1 (THF). Product: COC1(CCOCC1)\C=C\COC1OCCCC1 (4-methoxy-4-[3-(tetrahydropyran-2-yloxy)-trans-prop-1enyl]tetrahydropyran). Reaction SMILES: [OH:1][C:2]1(/[CH:8]=[CH:9]/[CH2:10][O:11][CH:12]2[CH2:17][CH2:16][CH2:15][CH2:14][O:13]2)[CH2:7][CH2:6][O:5][CH2:4][CH2:3]1.[H-].[Na+].[CH3:20]I>C1COCC1>[CH3:20][O:1][C:2]1(/[CH:8]=[CH:9]/[CH2:10][O:11][CH:12]2[CH2:17][CH2:16][CH2:15][CH2:14][O:13]2)[CH2:3][CH2:4][O:5][CH2:6][CH2:7]1 |f:1.2|. Reported procedure: The desired compound was prepared by addition of a solution in THF of 4-hydroxy-4-[3-(tetrahydropyran- 2-yloxy)-trans-prop-1-enyl]tetrahydro-pyran, prepared as in step 2, to a suspension of NaH in THF, followed by alkylation of the resulting anion with methyl iodide. Starting materials: ClC1=C(C=NC2=CC=C(C=C12)[N+](=O)[O-])C#N (4-chloro-6-nitro-3-quinolinecarbonitrile), C(C)(C)C=1C=C(N)C=CC1 (3-isopropylaniline). Run in C(C)O (ethanol). Run at time 4 hour. Product: C(C)(C)C=1C=C(C=CC1)NC1=C(C=NC2=CC=C(C=C12)[N+](=O)[O-])C#N (4-[(3-Isopropylphenyl)amino]-6-nitro-3-quinolinecarbonitrile). The yield is 74.0%. Reaction SMILES: Cl[C:2]1[C:11]2[C:6](=[CH:7][CH:8]=[C:9]([N+:12]([O-:14])=[O:13])[CH:10]=2)[N:5]=[CH:4][C:3]=1[C:15]#[N:16].[CH:17]([C:20]1[CH:21]=[C:22]([CH:24]=[CH:25][CH:26]=1)[NH2:23])([CH3:19])[CH3:18]>C(O)C>[CH:17]([C:20]1[CH:21]=[C:22]([NH:23][C:2]2[C:11]3[C:6](=[CH:7][CH:8]=[C:9]([N+:12]([O-:14])=[O:13])[CH:10]=3)[N:5]=[CH:4][C:3]=2[C:15]#[N:16])[CH:24]=[CH:25][CH:26]=1)([CH3:19])[CH3:18]. Procedure: A mixture of 5.00 g (21.5 mmol) 4-chloro-6-nitro-3-quinolinecarbonitrile, 200 ml ethanol, and 3.48 g (25.8 mmol) 3-isopropylaniline was heated to reflux under N2. At 4 hours, removed heat and made basic with saturated sodium bicarbonate. Stripped solvents and azeotroped with ethanol. Slurried residue with hexane and collected solids. Dissolved in ethyl acetate, stirred with Darco, filtered through celite, stripped solvent and dried in vacuo, giving 5.289 g of yellow solid: mass spectrum (electro... The reactants are [N+](=O)([O-])C1=C(C(=O)N2C(=CC=C2)C=O)C=CC=C1 (N-(2-nitrobenzoyl)pyrrole-2-carboxaldehyde). Yield: 82.1%. Reaction SMILES: [N+:1]([C:4]1[CH:18]=[CH:17][CH:16]=[CH:15][C:5]=1[C:6]([N:8]1[CH:12]=[CH:11][CH:10]=[C:9]1[CH:13]=O)=[O:7])([O-])=O>C(OCC)(=O)C.Cl.[Pd]>[CH:10]1[CH:11]=[CH:12][N:8]2[C:6](=[O:7])[C:5]3[CH:15]=[CH:16][CH:17]=[CH:18][C:4]=3[NH:1][CH2:13][C:9]=12. Yields the product C=1C=CN2C1CNC1=C(C2=O)C=CC=C1 (10,11-Dihydro-5H-pyrrolo[2,1-c][1,4]benzodiazepin-5-one). Reagents/catalysts: Cl (HCl), [Pd] (Pd/C). Reaction conditions: time 1.75 hour. Procedure details: A mixture of 1.5 g of N-(2-nitrobenzoyl)pyrrole-2-carboxaldehyde in 50 ml of ethyl acetate, 2 drops of concentrated HCl and 0.3 g of 10% Pd/C is shaken in a Parr apparatus under hydrogen pressure for 1.75 hours. The mixture is filtered, 0.4 g of 10% Pd/C added and the mixture shaken in a Parr apparatus under hydrogen pressure for 2 hours. The reaction mixture is filtered through diatomaceous earth and the filtrate concentrated in vacuo to give 1.0 g of a yellow oil. The residue is purified on th... Solvent: C(C)(=O)OCC (ethyl acetate).